Task: describe an organic reaction: reactants, conditions, products, and yield. Dataset: the Open Reaction Database (ORD), a public repository of structured organic reaction records Reactants: FC1=CC=C(CC2CC(=NO2)CN2N=CC(=C2)C2=NC=3N(C(N(C(C3N2COCC[Si](C)(C)C)=O)CCC)=O)CCC)C=C1 (8-{1-[5-(4-Fluoro-benzyl)-4,5-dihydro-isoxazol-3-ylmethyl]-1H-pyrazol-4-yl}-1,3-dipropyl-7-(2-trimethylsilanyl-ethoxymethyl)-3,7-dihydro-purine-2,6-dione). Run in C(C)O (ethanol), C(C)(=O)OCC (ethyl acetate). The product is FC1=CC=C(CC2CC(=NO2)CN2N=CC(=C2)C2=NC=3N(C(N(C(C3N2)=O)CCC)=O)CCC)C=C1 (8-{1-[5-(4-Fluoro-benzyl)-4,5-dihydro-isoxazol-3-ylmethyl]-1H-pyrazol-4-yl}-1,3-dipropyl-3,7-dihydro-purine-2,6-dione). The yield is 158.0%. RXN SMILES: [F:1][C:2]1[CH:44]=[CH:43][C:5]([CH2:6][CH:7]2[O:11][N:10]=[C:9]([CH2:12][N:13]3[CH:17]=[C:16]([C:18]4[N:26](COCC[Si](C)(C)C)[C:25]5[C:24](=[O:35])[N:23]([CH2:36][CH2:37][CH3:38])[C:22](=[O:39])[N:21]([CH2:40][CH2:41][CH3:42])[C:20]=5[N:19]=4)[CH:15]=[N:14]3)[CH2:8]2)=[CH:4][CH:3]=1>C(O)C.C(OCC)(=O)C>[F:1][C:2]1[CH:44]=[CH:43][C:5]([CH2:6][CH:7]2[O:11][N:10]=[C:9]([CH2:12][N:13]3[CH:17]=[C:16]([C:18]4[NH:26][C:25]5[C:24](=[O:35])[N:23]([CH2:36][CH2:37][CH3:38])[C:22](=[O:39])[N:21]([CH2:40][CH2:41][CH3:42])[C:20]=5[N:19]=4)[CH:15]=[N:14]3)[CH2:8]2)=[CH:4][CH:3]=1. Procedure: To a solution of 8-{1-[5-(4-Fluoro-benzyl)-4,5-dihydro-isoxazol-3-ylmethyl]-1H-pyrazol-4-yl}-1,3-dipropyl-7-(2-trimethylsilanyl-ethoxymethyl)-3,7-dihydro-purine-2,6-dione (80 mg) in ethanol (5 ml) aq. HCl (2 N, 5 ml) was added and the reaction mixture was refluxed for 2 hrs. The volatiles were evaporated and the residue obtained was dissolved in ethyl acetate and washed with water and brine. The organic layer was dried over Na2SO4 and concentrated under vacuum. The residue obtained was purified ... Starting materials: BrC=1C=C2C(=C(C=NC2=CC1)C(C)=O)N[C@@H]1CC[C@H](CC1)CCN(C)C (1-(6-bromo-4-((trans-4-(2-(dimethylamino)ethyl)cyclohexyl)amino)quinolin-3-yl)ethanone), ClC1=C(C(=CC(=C1)B1OC(C(O1)(C)C)(C)C)F)O (2-chloro-6-fluoro-4-(4,4,5,5-tetramethyl-1,3,2-dioxaborolan-2-yl)phenol). The product is ClC=1C=C(C=C(C1O)F)C=1C=C2C(=C(C=NC2=CC1)C(C)=O)N[C@@H]1CC[C@H](CC1)CCN(C)C (1-(6-(3-chloro-5-fluoro-4-hydroxyphenyl)-4-((trans-4-(2-(dimethylamino)ethyl)cyclohexyl)amino)quinolin-3-yl)ethanone). Yield: 51.0%. As a reaction SMILES: Br[C:2]1[CH:3]=[C:4]2[C:9](=[CH:10][CH:11]=1)[N:8]=[CH:7][C:6]([C:12](=[O:14])[CH3:13])=[C:5]2[NH:15][C@H:16]1[CH2:21][CH2:20][C@H:19]([CH2:22][CH2:23][N:24]([CH3:26])[CH3:25])[CH2:18][CH2:17]1.[Cl:27][C:28]1[CH:33]=[C:32](B2OC(C)(C)C(C)(C)O2)[CH:31]=[C:30]([F:43])[C:29]=1[OH:44]>>[Cl:27][C:28]1[CH:33]=[C:32]([C:2]2[CH:3]=[C:4]3[C:9](=[CH:10][CH:11]=2)[N:8]=[CH:7][C:6]([C:12](=[O:14])[CH3:13])=[C:5]3[NH:15][C@H:16]2[CH2:21][CH2:20][C@H:19]([CH2:22][CH2:23][N:24]([CH3:26])[CH3:25])[CH2:18][CH2:17]2)[CH:31]=[C:30]([F:43])[C:29]=1[OH:44]. Procedure: Following general procedure M, 1-(6-bromo-4-((trans-4-(2-(dimethylamino)ethyl)cyclohexyl)amino)quinolin-3-yl)ethanone (63 mg, 0.15 mmol) was reacted with 2-chloro-6-fluoro-4-(4,4,5,5-tetramethyl-1,3,2-dioxaborolan-2-yl)phenol (61 mg, 0.225 mmol) to afford the desired product (37 mg, 51%) as a yellow solid. 1H NMR (500 MHz, DMSO) δ 10.65 (d, J=7.9 Hz, 1H), 8.93 (s, 1H), 8.31 (d, J=2.1 Hz, 1H), 8.03 (dd, J=8.7, 2.1 Hz, 1H), 7.85 (d, J=8.7 Hz, 1H), 7.61-7.54 (m, 2H), 4.20-4.11 (m, 1H), 2.66 (s, 3H)... Starting materials: CC=1C=C(C=CC1C(F)(F)F)C(CC(C(F)(F)F)=O)=O (1-(3-methyl-4-trifluoromethyl-phenyl)-4,4,4-trifluoro-butane-1,3-dione), 3-methyl-4-trifluoromethyl-acetophenone, NC1=NNC=C1C1=CC=NC=C1 (3-amino-4-(4-pyridinyl)-pyrazole). Yields the product CC=1C=C(C=CC1C(F)(F)F)C1=NC=2N(C(=C1)C(F)(F)F)N=CC2C2=CC=NC=C2 (5-(3-Methyl-4-trifluoromethyl-phenyl)-3-pyridin-4-yl-7-trifluoromethyl-pyrazolo[1,5-a]pyrimidine). The yield is 49.3%. As a reaction SMILES: [CH3:1][C:2]1[CH:3]=[C:4]([C:12](=O)[CH2:13][C:14](=O)[C:15]([F:18])([F:17])[F:16])[CH:5]=[CH:6][C:7]=1[C:8]([F:11])([F:10])[F:9].[NH2:21][C:22]1[C:26]([C:27]2[CH:32]=[CH:31][N:30]=[CH:29][CH:28]=2)=[CH:25][NH:24][N:23]=1>>[CH3:1][C:2]1[CH:3]=[C:4]([C:12]2[CH:13]=[C:14]([C:15]([F:18])([F:17])[F:16])[N:23]3[N:24]=[CH:25][C:26]([C:27]4[CH:32]=[CH:31][N:30]=[CH:29][CH:28]=4)=[C:22]3[N:21]=2)[CH:5]=[CH:6][C:7]=1[C:8]([F:11])([F:10])[F:9]. Procedure: Reaction of 1-(3-methyl-4-trifluoromethyl-phenyl)-4,4,4-trifluoro-butane-1,3-dione (149 mg, 0.5 mmol), prepared from 3-methyl-4-trifluoromethyl-acetophenone (synthesis: see part acetophenone derivatives) according to general procedure A, and 3-amino-4-(4-pyridinyl)-pyrazole [CAS No. 216661-87-9; prepared from 4-cyanomethyl-pyridine as described in Bioorg. Med. Chem. Lett. 12 (2002) 3537-3541] (80 mg, 0.5 mmol) according to general procedure B yielded the title compound as a yellow solid (104 mg,... Reactants: CCc1cc(NC(=O)OC(C)(C)C)c(NC(=O)CC(=O)c2cccc(-c3cccnc3)c2)cc1C(F)(F)F, ClCCl, O=C(O)C(F)(F)F. The product is CCc1cc2c(cc1C(F)(F)F)NC(=O)CC(c1cccc(-c3cccnc3)c1)=N2. Reaction SMILES: [C:1]([O:2][C:3](=[O:4])[NH:7][c:8]1[c:9]([NH:20][C:21]([CH2:22][C:23](=[O:5])[c:24]2[cH:25][c:26](-[c:30]3[cH:31][n:32][cH:33][cH:34][cH:35]3)[cH:27][cH:28][cH:29]2)=[O:37])[cH:10][c:11]([C:16]([F:17])([F:18])[F:19])[c:12]([CH2:14][CH3:15])[cH:13]1)([CH3:6])([CH3:36])[CH3:38].[Cl:46][CH2:47][Cl:48].[F:39][C:40]([F:41])([F:42])[C:43]([OH:44])=[O:45]>>[N:7]1=[C:23]([c:24]2[cH:25][c:26](-[c:30]3[cH:31][n:32][cH:33][cH:34][cH:35]3)[cH:27][cH:28][cH:29]2)[CH2:22][C:21](=[O:37])[NH:20][c:9]2[c:8]1[cH:13][c:12]([CH2:14][CH3:15])[c:11]([C:16]([F:17])([F:18])[F:19])[cH:10]2. The reactants are C(C=CC)OC1=C(C=CC=C1)I (1-but-2-enyloxy-iodobenzene), C(=O)([O-])[O-].[Na+].[Na+] (Na2CO3), CC(=O)[O-].[Na+] (NaOAc). The reagents and catalysts are [N+](CCCC)(CCCC)(CCCC)CCCC.[Cl-] (n-Bu4NCl), CC(=O)[O-].CC(=O)[O-].[Pd+2] (Pd(OAc)2). Solvent: CN(C)C=O (DMF), CCOC(=O)C (EtOAc). Yields the product C(CC)C1=COC2=C1C=CC=C2 (3-Propyl-benzofuran). Yield: 81.0%. RXN SMILES: [CH2:1]([O:5][C:6]1[CH:11]=[CH:10][CH:9]=[CH:8][C:7]=1I)[CH:2]=[CH:3][CH3:4].[C:13]([O-])([O-])=O.[Na+].[Na+].CC([O-])=O.[Na+]>CN(C=O)C.[N+](CCCC)(CCCC)(CCCC)CCCC.[Cl-].CCOC(C)=O.CC([O-])=O.CC([O-])=O.[Pd+2]>[CH2:3]([C:2]1[C:7]2[CH:8]=[CH:9][CH:10]=[CH:11][C:6]=2[O:5][CH:1]=1)[CH2:4][CH3:13] |f:1.2.3,4.5,7.8,10.11.12|. Reported procedure: To a solution of 1-but-2-enyloxy-iodobenzene (4.00 g, 13.8 mmol) in DMF (46 mL) was added n-Bu4NCl (5.36 g. 19.3 mmol), Pd(OAc)2 (0.168 g, 0.690 mmol), Na2CO3 (2.99 g, 28.2 mmol) and NaOAc (1.13 g, 13.8 mmol). The mixture was heated to reflux under nitrogen atmosphere overnight. The mixture was diluted with EtOAc and washed with water. The aqueous layer was extracted with EtOAc (3×). The combined organics were washed with brine and dried over Na2SO4. Purification by column chromatography (silica... Reactants: CC(=O)Oc1c(C(C)(C)C)cc2c(c1C(C)(C)C)CC(C)(CI)S2, CC(=O)[O-], CN(C)P(=O)(N(C)C)N(C)C, [Na+], O. Product: CC(=O)OCC1(C)Cc2c(cc(C(C)(C)C)c(OC(C)=O)c2C(C)(C)C)S1. As a reaction SMILES: [C:1]([CH3:2])(=[O:3])[O:4][c:5]1[c:6]([C:21]([CH3:22])([CH3:23])[CH3:24])[cH:7][c:8]2[c:9]([c:16]1[C:17]([CH3:18])([CH3:19])[CH3:20])[CH2:10][C:11]([CH3:13])([CH2:14][I:15])[S:12]2.[CH3:26][C:27]([O-:28])=[O:29].[CH3:31][N:32]([CH3:33])[P:34](=[O:35])([N:36]([CH3:37])[CH3:38])[N:39]([CH3:40])[CH3:41].[Na+:25].[OH2:30]>>[C:1]([CH3:2])(=[O:3])[O:4][c:5]1[c:6]([C:21]([CH3:22])([CH3:23])[CH3:24])[cH:7][c:8]2[c:9]([c:16]1[C:17]([CH3:18])([CH3:19])[CH3:20])[CH2:10][C:11]([CH3:13])([CH2:14][O:29][C:27]([CH3:26])=[O:28])[S:12]2. Starting materials: Cl.C(C)OC(CN)=O (glycine ethyl ester hydrochloride), C(O)([O-])=O.[Na+] (sodium hydrogencarbonate), COC1=CC(=C(C=C1)C)[N+](=O)[O-] (4-methoxy-1-methyl-2-nitrobenzene), C1=CC=CC=C1C(=O)OO (perbenzoic acid), BrN1C(CCC1=O)=O (N-bromosuccinimide). Solvent: C(C)(=O)OCC (ethyl acetate), C1=CC=CC=C1 (benzene), C(C)O (ethanol). Run at temperature 80 celsius, time 1 day. Yields the product COC1=CC(=C(CNCC(=O)OCC)C=C1)[N+](=O)[O-] (ethyl (4-methoxy-2-nitrobenzyl)aminoacetate). RXN SMILES: [CH3:1][O:2][C:3]1[CH:8]=[CH:7][C:6]([CH3:9])=[C:5]([N+:10]([O-:12])=[O:11])[CH:4]=1.C1C(C(OO)=O)=CC=CC=1.BrN1C(=O)CCC1=O.Cl.[CH2:32]([O:34][C:35](=[O:38])[CH2:36][NH2:37])[CH3:33].C(=O)([O-])O.[Na+]>C(O)C.C(OCC)(=O)C.C1C=CC=CC=1>[CH3:1][O:2][C:3]1[CH:8]=[CH:7][C:6]([CH2:9][NH:37][CH2:36][C:35]([O:34][CH2:32][CH3:33])=[O:38])=[C:5]([N+:10]([O-:12])=[O:11])[CH:4]=1 |f:3.4,5.6|. Reported procedure: 5.0 g (29 mmol) of 4-methoxy-1-methyl-2-nitrobenzene was added to a mixture of 50 ml of benzene, 50 ml of perbenzoic acid and 8 g (45 mmol) of N-bromosuccinimide, and they were stirred at 80° C. for one day. After the treatment with ethyl acetate as the extracting solvent by an ordinary method, the obtained crude product was dissolved in 50 ml of ethanol. 8.4 g (60 mmol) of glycine ethyl ester hydrochloride and 5.0 g (60 mmol) of sodium hydrogencarbonate were added to the obtained solution, and ... Starting materials: C(=O)([O-])[O-].[Cs+].[Cs+] (Cs2CO3), CO.C(Cl)(Cl)Cl (MeOH CHCl3), CC1(OB(OC1(C)C)C=1C=C2C(=NC1)NC=C2)C (5-(4,4,5,5-tetramethyl-1,3,2-dioxaborolan-2-yl)-1H-pyrrolo[2,3-b]pyridine), ClC1=CN=CC(=N1)N1CCOCC1 (4-(6-chloropyrazin-2-yl)morpholine). Reagents/catalysts: C=1C=CC(=CC1)[P](C=2C=CC=CC2)(C=3C=CC=CC3)[Pd]([P](C=4C=CC=CC4)(C=5C=CC=CC5)C=6C=CC=CC6)([P](C=7C=CC=CC7)(C=8C=CC=CC8)C=9C=CC=CC9)[P](C=1C=CC=CC1)(C=1C=CC=CC1)C=1C=CC=CC1 (Pd(PPh3)4). The solvent is CN(C)C=O (DMF), C(Cl)(Cl)Cl (chloroform). Reaction conditions: temperature 100 celsius. Product: N1C=CC=2C1=NC=C(C2)C2=CN=CC(=N2)N2CCOCC2 (4-(6-(1H-pyrrolo[2,3-b]pyridin-5-yl)pyrazin-2-yl)morpholine). The yield is 22.2%. Reaction SMILES: CC1(C)C(C)(C)OB([C:9]2[CH:10]=[C:11]3[CH:17]=[CH:16][NH:15][C:12]3=[N:13][CH:14]=2)O1.Cl[C:20]1[N:25]=[C:24]([N:26]2[CH2:31][CH2:30][O:29][CH2:28][CH2:27]2)[CH:23]=[N:22][CH:21]=1.C([O-])([O-])=O.[Cs+].[Cs+].CO.C(Cl)(Cl)Cl>CN(C=O)C.C(Cl)(Cl)Cl.C1C=CC([P]([Pd]([P](C2C=CC=CC=2)(C2C=CC=CC=2)C2C=CC=CC=2)([P](C2C=CC=CC=2)(C2C=CC=CC=2)C2C=CC=CC=2)[P](C2C=CC=CC=2)(C2C=CC=CC=2)C2C=CC=CC=2)(C2C=CC=CC=2)C2C=CC=CC=2)=CC=1>[NH:15]1[C:12]2=[N:13][CH:14]=[C:9]([C:20]3[N:25]=[C:24]([N:26]4[CH2:27][CH2:28][O:29][CH2:30][CH2:31]4)[CH:23]=[N:22][CH:21]=3)[CH:10]=[C:11]2[CH:17]=[CH:16]1 |f:2.3.4,5.6,^1:56,58,77,96|. Procedure details: A stirred solution of 5-(4,4,5,5-tetramethyl-1,3,2-dioxaborolan-2-yl)-1H-pyrrolo[2,3-b]pyridine (147) (100 mg, 0.4 mmol) and 4-(6-chloropyrazin-2-yl)morpholine (103) (80 mg, 0.4 mmol) in DMF (5 mL) was degassed and purged with nitrogen for 10 min. To this reaction mixture was added Cs2CO3 (333 mg, 1.0 mmol, 2.5 eq) and the reaction mixture was purged again for another 10 min followed by the addition of Pd(PPh3)4 (0.018 mg, 0.016 mmol, 0.04 eq). The resulting reaction mixture was heated to 100° C... The reactants are COc1cc(C=CC(=O)NC2CCC(C)CC2)ccc1OCCCCCCl, CNC, CC(=O)CC(C)C. Product: COc1cc(C=CC(=O)NC2CCC(C)CC2)ccc1OCCCCCN(C)C. Reaction SMILES: [CH3:1][CH:2]1[CH2:3][CH2:4][CH:5]([NH:8][C:9]([CH:10]=[CH:11][c:12]2[cH:13][c:14]([O:25][CH3:26])[c:15]([O:18][CH2:19][CH2:20][CH2:21][CH2:22][CH2:23][Cl:24])[cH:16][cH:17]2)=[O:27])[CH2:6][CH2:7]1.[CH3:28][NH:29][CH3:30].[CH3:31][C:32]([CH2:33][CH:34]([CH3:35])[CH3:36])=[O:37]>>[CH3:1][CH:2]1[CH2:3][CH2:4][CH:5]([NH:8][C:9]([CH:10]=[CH:11][c:12]2[cH:13][c:14]([O:25][CH3:26])[c:15]([O:18][CH2:19][CH2:20][CH2:21][CH2:22][CH2:23][N:29]([CH3:28])[CH3:30])[cH:16][cH:17]2)=[O:27])[CH2:6][CH2:7]1. Reactants: ClC=1N=C(C2=C(N1)C=NC(=C2)OC2=C(C=C(C=C2)F)F)Cl (2,4-Dichloro-6-(2,4-difluoro-phenoxy)-pyrido[3,4-d]pyrimidine), N (ammonia). Run in CO (MeOH). Conditions: time 8 hour. Yields the product ClC=1N=C(C2=C(N1)C=NC(=C2)OC2=C(C=C(C=C2)F)F)N (2-Chloro-6-(2,4-difluoro-phenoxy)-pyrido[3,4-d]pyrimidine-4-ylamine). As a reaction SMILES: [Cl:1][C:2]1[N:3]=[C:4](Cl)[C:5]2[CH:11]=[C:10]([O:12][C:13]3[CH:18]=[CH:17][C:16]([F:19])=[CH:15][C:14]=3[F:20])[N:9]=[CH:8][C:6]=2[N:7]=1.[NH3:22]>CO>[Cl:1][C:2]1[N:3]=[C:4]([NH2:22])[C:5]2[CH:11]=[C:10]([O:12][C:13]3[CH:18]=[CH:17][C:16]([F:19])=[CH:15][C:14]=3[F:20])[N:9]=[CH:8][C:6]=2[N:7]=1. Procedure: Compound (1E) (1.75 g, 5.33 mmol) was placed in a sealed-tube, and 7 N ammonia in MeOH (Aldrich Chemical Co.) (30 mL) was added. The tube was tightly capped, and the resulting homogeneous mixture was stirred at room temperature overnight. The next morning, TLC confirmed that the reaction was complete. The mixture was transferred to a round-bottom flask and concentrated under reduced pressure at 55° C. The residue was taken up in EtOAc (700 mL) and water (250 mL). The layers were partitioned and ...